This data is from the Open Reaction Database (ORD), a public repository of structured organic reaction records. The task is: describe an organic reaction: reactants, conditions, products, and yield The reactants are FC(C(=O)O)(F)F (trifluoroacetic acid), C(C)[SiH](CC)CC (triethylsilane), FC1=C2C(N(C(C2=C(C=C1)I)=O)C(C)(C1=CC=CC=C1)C)O (4-fluoro-3-hydroxy-7-iodo-2-(1-methyl-1-phenylethyl)isoindolinone). Run in [N+](=O)([O-])C (nitromethane). Product: FC1=C2CNC(C2=C(C=C1)I)=O (4-fluoro-7-iodoisoindolinone). Isolated yield 74.0%. RXN SMILES: [F:1][C:2]1[CH:10]=[CH:9][C:8]([I:11])=[C:7]2[C:3]=1[CH:4](O)[N:5](C(C)(C1C=CC=CC=1)C)[C:6]2=[O:12].FC(F)(F)C(O)=O.C([SiH](CC)CC)C>[N+](C)([O-])=O>[F:1][C:2]1[CH:10]=[CH:9][C:8]([I:11])=[C:7]2[C:3]=1[CH2:4][NH:5][C:6]2=[O:12]. Procedure details: In a similar manner to Step 4 of Example 16, 4-fluoro-3-hydroxy-7-iodo-2-(1-methyl-1-phenylethyl)isoindolinone (1.17 g, 2.86 mmol) was dissolved in nitromethane (46 mL), and the solution was treated with trifluoroacetic acid (2.20 mL, 28.6 mmol) and triethylsilane (0.914 mL, 5.72 mmol), followed by purification by flash column chromatography (chloroform/methanol=100/0, 85/15) to obtain 4-fluoro-7-iodoisoindolinone (586 mg, yield 74%). Reactants: CC12CCC3C(CC(C=O)C4CC(=O)CCC43C)C1CCC2=O, [K+], O=[Mn](=O)(=O)[O-]. RXN SMILES: [CH:1](=[O:2])[CH:3]1[CH2:4][CH:5]2[CH:6]3[CH2:7][CH2:8][C:9](=[O:23])[C:10]3([CH3:11])[CH2:12][CH2:13][CH:14]2[C:15]2([CH3:22])[CH2:16][CH2:17][C:18](=[O:21])[CH2:19][CH:20]12.[K+:29].[Mn:24](=[O:25])([O-:26])(=[O:27])=[O:28]>>[C:1](=[O:2])([CH:3]1[CH2:4][CH:5]2[CH:6]3[CH2:7][CH2:8][C:9](=[O:23])[C:10]3([CH3:11])[CH2:12][CH2:13][CH:14]2[C:15]2([CH3:22])[CH2:16][CH2:17][C:18](=[O:21])[CH2:19][CH:20]12)[OH:25]. Yields the product CC12CCC3C(CC(C(=O)O)C4CC(=O)CCC43C)C1CCC2=O. Starting materials: CCCC1=C(C=CC(=C1O)C(=O)C)O (2,4-dihydroxy-3-propylacetophenone), BrCC(=O)OCC (ethyl bromoacetate), C([O-])([O-])=O.[K+].[K+] (potassium carbonate). Solvent: C(C)C(=O)C (methyl ethyl ketone). Yields the product C(C)(=O)C1=C(C(=C(OCC(=O)OCC)C=C1)CCC)O (ethyl (4-acetyl-3-hydroxy-2-propylphenoxy)acetate). Yield: 66.7%. RXN SMILES: [CH3:1][CH2:2][CH2:3][C:4]1[C:9]([OH:10])=[C:8]([C:11]([CH3:13])=[O:12])[CH:7]=[CH:6][C:5]=1[OH:14].Br[CH2:16][C:17]([O:19][CH2:20][CH3:21])=[O:18].C(=O)([O-])[O-].[K+].[K+]>C(C(C)=O)C>[C:11]([C:8]1[CH:7]=[CH:6][C:5]([O:14][CH2:16][C:17]([O:19][CH2:20][CH3:21])=[O:18])=[C:4]([CH2:3][CH2:2][CH3:1])[C:9]=1[OH:10])(=[O:12])[CH3:13] |f:2.3.4|. Procedure: A mixture of 3 g of 2,4-dihydroxy-3-propylacetophenone, 2.5 g of ethyl bromoacetate, 2.3 g of anhydrous potassium carbonate, and 30 ml of methyl ethyl ketone was refluxed for 5 hours. Then, the solvent was removed under reduced pressure and after addition of 50 ml of toluene, the mixture was washed with water, a diluted aqueous solution of sodium hydroxide, and water successively, dried over anhydrous magnesium sulfate, and concentrated under reduced pressure. The residue thus formed was recryst... The reactants are CN1C[C@H]([C@H](CC1)C1=CC(=C(C=C1)Cl)Cl)CO ((±)-Cis-1-methyl-3-hydroxymethyl-4-(3,4-dichlorophenyl)-piperidine), [H-].[Na+] (NaH), O (Water), S(=O)(=O)(OCC)OCC (Diethyl sulfate). Conditions: time 1 hour. The yield is 57.7%. Procedure details: A solution of (3) (2.4 g, 8.6 mmol) in tetrahydrofuran (40 ml) was added 60% NaH (0.69 g, 17 mmol) and stirred at room temperature for one hour. Diethyl sulfate (1.4 ml, 11 mmol) was added and the reaction mixture stirred over night. Water was added and the reaction mixture was extracted with diethyl ether (3×40 ml). The combined organic phases was dried with magnesium sulfate and evaporated to dryness. Column chromatography, using a mixture of dichloromethane, methanol and ammonia (aq) (9:1:1%)... Solvent: O1CCCC1 (tetrahydrofuran). As a reaction SMILES: [CH3:1][N:2]1[CH2:7][CH2:6][C@H:5]([C:8]2[CH:13]=[CH:12][C:11]([Cl:14])=[C:10]([Cl:15])[CH:9]=2)[C@H:4]([CH2:16][OH:17])[CH2:3]1.[H-].[Na+].S(OCC)(O[CH2:24][CH3:25])(=O)=O.O>O1CCCC1>[CH3:1][N:2]1[CH2:7][CH2:6][C@H:5]([C:8]2[CH:13]=[CH:12][C:11]([Cl:14])=[C:10]([Cl:15])[CH:9]=2)[C@H:4]([CH2:16][O:17][CH2:24][CH3:25])[CH2:3]1 |f:1.2|. The product is CN1C[C@H]([C@H](CC1)C1=CC(=C(C=C1)Cl)Cl)COCC ((±)-Cis-1-methyl-3-ethoxymethyl-4-(3,4-dichlorophenyl)-piperidine). Reactants: C(C1=CC=CC=C1)OC1C(C(C(C(C1OCC1=CC=CC=C1)OCC1=CC=CC=C1)OCC1=CC=CC=C1)O)(CCC)O (rac-(1S, 2R, 3S, 4R, 5R, 6S)-2,3,4,5-tetrabenzyloxy-1,6-dihydroxy-1-propyl-cyclohexane), [H][H] (hydrogen). Reagents/catalysts: Wilkinson catalyst. Run in C(C)O (ethanol), CC(=O)C (acetone). The product is C(C1=CC=CC=C1)OC1C(C(C(C(C1OCC1=CC=CC=C1)OCC1=CC=CC=C1)OCC1=CC=CC=C1)OCCC)(CCC)OC(CCC)=O (rac-(1S, 2R, 3S, 4R, 5S, 6S)-2,3,4,5-tetrabenzyloxy-1-butyroxy-6-propoxy-1-propyl-cyclohexane). The yield is 123.1%. As a reaction SMILES: [CH2:1]([O:8][CH:9]1[CH:14]([O:15][CH2:16][C:17]2[CH:22]=[CH:21][CH:20]=[CH:19][CH:18]=2)[CH:13]([O:23][CH2:24][C:25]2[CH:30]=[CH:29][CH:28]=[CH:27][CH:26]=2)[CH:12]([O:31][CH2:32][C:33]2[CH:38]=[CH:37][CH:36]=[CH:35][CH:34]=2)[CH:11]([OH:39])[C:10]1([OH:43])[CH2:40][CH2:41][CH3:42])[C:2]1[CH:7]=[CH:6][CH:5]=[CH:4][CH:3]=1.[H][H]>C(O)C.CC(C)=O>[CH2:1]([O:8][CH:9]1[CH:14]([O:15][CH2:16][C:17]2[CH:22]=[CH:21][CH:20]=[CH:19][CH:18]=2)[CH:13]([O:23][CH2:24][C:25]2[CH:26]=[CH:27][CH:28]=[CH:29][CH:30]=2)[CH:12]([O:31][CH2:32][C:33]2[CH:38]=[CH:37][CH:36]=[CH:35][CH:34]=2)[CH:11]([O:39][CH2:5][CH2:6][CH3:7])[C:10]1([O:43][C:1](=[O:8])[CH2:2][CH2:3][CH3:4])[CH2:40][CH2:41][CH3:42])[C:2]1[CH:7]=[CH:6][CH:5]=[CH:4][CH:3]=1. Procedure details: The allyl ether 21 (182 mg, 0.26 mmol) was dissolved in a mixture of 7 mL ethanol and 1 mL acetone and 18 mg Wilkinson catalyst (19 μmol) was added. The mixture was stirred in a hydrogen atmosphere for 3 days, before the solvents were removed under reduced pressure. The residue was chromatographed by preparative HPLC (95% MeOH, 40 mL/min, tRet=35.00 min) to give 26 as a colorless solid(108 mg, 0.16 mmol; 59.2% yield). Reactants: COc1cc(-c2ccc3nc(NC(=O)c4ccc(CN5CCCCC5)cc4)nn3c2)ccc1OCc1ccccc1, O=C(O)C(F)(F)F. Product: COc1cc(-c2ccc3nc(NC(=O)c4ccc(CN5CCCCC5)cc4)nn3c2)ccc1O. As a reaction SMILES: [CH3:1][O:2][c:3]1[cH:4][c:5](-[c:17]2[cH:18][cH:19][c:20]3[n:21]([cH:22]2)[n:23][c:24]([NH:26][C:27]([c:28]2[cH:29][cH:30][c:31]([CH2:34][N:35]4[CH2:36][CH2:37][CH2:38][CH2:39][CH2:40]4)[cH:32][cH:33]2)=[O:41])[n:25]3)[cH:6][cH:7][c:8]1[O:9][CH2:10][c:11]1[cH:12][cH:13][cH:14][cH:15][cH:16]1.[OH:42][C:43]([C:44]([F:45])([F:46])[F:47])=[O:48]>>[CH3:1][O:2][c:3]1[cH:4][c:5](-[c:17]2[cH:18][cH:19][c:20]3[n:21]([cH:22]2)[n:23][c:24]([NH:26][C:27]([c:28]2[cH:29][cH:30][c:31]([CH2:34][N:35]4[CH2:36][CH2:37][CH2:38][CH2:39][CH2:40]4)[cH:32][cH:33]2)=[O:41])[n:25]3)[cH:6][cH:7][c:8]1[OH:9].